This data is from the Open Reaction Database (ORD), a public repository of structured organic reaction records. The task is: describe an organic reaction: reactants, conditions, products, and yield The reactants are C(C)(C)(C)OC(NC1=C(C=C(C=C1)C1=CC=CC=C1)N)=O ((3-amino-biphenyl-4-yl)-carbamic acid tert.-butyl ester), C(C)OC(CC(=O)C1=CC(=CC=C1)N=[N+]=[N-])=O (3-(3-azido-phenyl)-3-oxo-propionic acid ethyl ester), N(=[N+]=[N-])C=1C=C(C(=O)Cl)C=CC1 (3-azido-benzoyl chloride). Product: C(C)(C)(C)OC(NC1=C(C=C(C=C1)C1=CC=CC=C1)NC(CC(=O)C1=CC(=CC=C1)N=[N+]=[N-])=O)=O ({3-[3-(3-Azido-phenyl)-3-oxo-propionylamino]-biphenyl-4-yl}-carbamic acid tert.-butyl ester). Reaction SMILES: [C:1]([O:5][C:6](=[O:21])[NH:7][C:8]1[CH:13]=[CH:12][C:11]([C:14]2[CH:19]=[CH:18][CH:17]=[CH:16][CH:15]=2)=[CH:10][C:9]=1[NH2:20])([CH3:4])([CH3:3])[CH3:2].C([O:24][C:25](=O)[CH2:26][C:27]([C:29]1[CH:34]=[CH:33][CH:32]=[C:31]([N:35]=[N+:36]=[N-:37])[CH:30]=1)=[O:28])C.N(C1C=C(C=CC=1)C(Cl)=O)=[N+]=[N-]>>[C:1]([O:5][C:6](=[O:21])[NH:7][C:8]1[CH:13]=[CH:12][C:11]([C:14]2[CH:15]=[CH:16][CH:17]=[CH:18][CH:19]=2)=[CH:10][C:9]=1[NH:20][C:25](=[O:24])[CH2:26][C:27]([C:29]1[CH:34]=[CH:33][CH:32]=[C:31]([N:35]=[N+:36]=[N-:37])[CH:30]=1)=[O:28])([CH3:4])([CH3:2])[CH3:3]. Procedure: Prepared (3-amino-biphenyl-4-yl)-carbamic acid tert.-butyl ester (Example G9) (569 mg, 2 mmol) and 3-(3-azido-phenyl)-3-oxo-propionic acid ethyl ester (700 mg, 3 mmol; prepared from 3-azido-benzoyl chloride (Bioorg. Chem 1986, 134) using the procedure described in Synthesis, 1993, 290, method A; MS (EI) 233 (M+)) according to the general procedure K. Obtained as an orange solid (367 mg). The reactants are CC(C)(C)OC(=O)NC1CCCCCC=CC2CC2(C(=O)O)NC(=O)C2CC(O)CN2C1=O, CC(C)(C)[O-], CS(C)=O, Fc1ccccn1, [K+]. The product is CC(C)(C)OC(=O)NC1CCCCCC=CC2CC2(C(=O)O)NC(=O)C2CC(Oc3ccccn3)CN2C1=O. As a reaction SMILES: [C:1]([CH3:2])([CH3:3])([CH3:4])[O:5][C:6](=[O:7])[NH:8][CH:9]1[CH2:10][CH2:11][CH2:12][CH2:13][CH2:14][CH:15]=[CH:16][CH:17]2[CH2:18][C:19]2([C:31](=[O:32])[OH:33])[NH:20][C:21](=[O:30])[CH:22]2[CH2:23][CH:24]([OH:29])[CH2:25][N:26]2[C:27]1=[O:28].[CH3:34][C:35]([CH3:36])([O-:37])[CH3:38].[CH3:47][S:48]([CH3:49])=[O:50].[F:40][c:41]1[n:42][cH:43][cH:44][cH:45][cH:46]1.[K+:39]>>[C:1]([CH3:2])([CH3:3])([CH3:4])[O:5][C:6](=[O:7])[NH:8][CH:9]1[CH2:10][CH2:11][CH2:12][CH2:13][CH2:14][CH:15]=[CH:16][CH:17]2[CH2:18][C:19]2([C:31](=[O:32])[OH:33])[NH:20][C:21](=[O:30])[CH:22]2[CH2:23][CH:24]([O:29][c:41]3[n:42][cH:43][cH:44][cH:45][cH:46]3)[CH2:25][N:26]2[C:27]1=[O:28]. The reactants are C(C1=CC=CC=C1)ON=C1C[C@H](N(C1)C(=O)OC(C)(C)C)C(=O)O ((2S,4EZ)-4-[(benzyloxy)imino]-1-(tert-butoxycarbonyl)-2-pyrrolidinecarboxylic acid), N(=C=O)C1=CC=CC=C1 (isocyanatobenzene), N=1SN=C2C1C=CC=C2N (2,1,3-benzothiadiazol-4-amine). Yields the product N=1SN=C2C1C=CC=C2NC(=O)[C@H]2N(CC(C2)=NOCC2=CC=CC=C2)C(=O)NC2=CC=CC=C2 ((2S,4EZ)-N2-(2,1,3-benzothiadiazol-4-yl)-4-[(benzyloxy)imino]-N1-phenyl-1,2-pyrrolidinedicarboxamide). As a reaction SMILES: [CH2:1]([O:8][N:9]=[C:10]1[CH2:14][N:13]([C:15]([O:17]C(C)(C)C)=O)[C@H:12]([C:22]([OH:24])=O)[CH2:11]1)[C:2]1[CH:7]=[CH:6][CH:5]=[CH:4][CH:3]=1.[N:25]([C:28]1[CH:33]=[CH:32][CH:31]=[CH:30][CH:29]=1)=C=O.[N:34]1[S:35][N:36]=[C:37]2[C:42]([NH2:43])=[CH:41][CH:40]=[CH:39][C:38]=12>>[N:34]1[S:35][N:36]=[C:37]2[C:42]([NH:43][C:22]([C@@H:12]3[CH2:11][C:10](=[N:9][O:8][CH2:1][C:2]4[CH:3]=[CH:4][CH:5]=[CH:6][CH:7]=4)[CH2:14][N:13]3[C:15]([NH:25][C:28]3[CH:33]=[CH:32][CH:31]=[CH:30][CH:29]=3)=[O:17])=[O:24])=[CH:41][CH:40]=[CH:39][C:38]=12. Reported procedure: Following the general method as outlined in Example 22, starting from (2S,4EZ)-4-[(benzyloxy)imino]-1-(tert-butoxycarbonyl)-2-pyrrolidinecarboxylic acid, isocyanatobenzene, and 2,1,3-benzothiadiazol-4-amine the title compound was obtained in 57% purity by LC/MS. MS(ESI+): m/z=487.4. The reactants are OCC(CCCCSCCCCC(CO)(C1=CC=CC=C1)C)(C1=CC=CC=C1)C (6-(6-hydroxy-5-methyl-5-phenylhexylsulfanyl)-2-methyl-2-phenylhexan-1-ol), OO (hydrogen peroxide). Solvent: O (water), C(C)(=O)O (acetic acid). Run at time 22 hour. Yields the product OCC(CCCCS(=O)CCCCC(CO)(C1=CC=CC=C1)C)(C1=CC=CC=C1)C (6-(6-hydroxy-5-methyl-5-phenylhexylsulfinyl)-2-methyl-2-phenylhexan-1-ol). The yield is 87.2%. As a reaction SMILES: [OH:1][CH2:2][C:3]([CH3:29])([C:23]1[CH:28]=[CH:27][CH:26]=[CH:25][CH:24]=1)[CH2:4][CH2:5][CH2:6][CH2:7][S:8][CH2:9][CH2:10][CH2:11][CH2:12][C:13]([CH3:22])([C:16]1[CH:21]=[CH:20][CH:19]=[CH:18][CH:17]=1)[CH2:14][OH:15].[OH:30]O>C(O)(=O)C.O>[OH:1][CH2:2][C:3]([CH3:29])([C:23]1[CH:28]=[CH:27][CH:26]=[CH:25][CH:24]=1)[CH2:4][CH2:5][CH2:6][CH2:7][S:8]([CH2:9][CH2:10][CH2:11][CH2:12][C:13]([CH3:22])([C:16]1[CH:21]=[CH:20][CH:19]=[CH:18][CH:17]=1)[CH2:14][OH:15])=[O:30]. Reported procedure: To a solution of 6-(6-hydroxy-5-methyl-5-phenylhexylsulfanyl)-2-methyl-2-phenylhexan-1-ol (3.0 g, 7.0 mmol) in glacial acetic acid (20 mL) was added hydrogen peroxide (50 wt. % in water; 0.5 mL, 7.0 mmol). The reaction mixture was stirred at rt for 22 h, then diluted with water (100 mL), and extracted with chloroform (3×80 mL). The combined organic phases were subsequently washed with saturated NaHCO3 solution (3×80 mL) and saturated NaCl solution (80 mL), dried over MgSO4, concentrated in vacuo... Product: CC(C)(C)OC(=O)NCCCSc1ccc(Cl)cc1. Reaction SMILES: [CH3:11][S:12]([O:13][CH2:16][CH2:17][CH2:18][NH:19][C:20](=[O:21])[O:22][C:23]([CH3:24])([CH3:25])[CH3:26])(=[O:14])=[O:15].[CH3:32][CH2:33][O:34][C:35]([CH3:36])=[O:37].[Cl:1][c:2]1[cH:3][cH:4][c:5]([SH:8])[cH:6][cH:7]1.[H-:9].[Na+:10].[O:27]=[CH:28][N:29]([CH3:30])[CH3:31]>>[Cl:1][c:2]1[cH:3][cH:4][c:5]([S:8][CH2:16][CH2:17][CH2:18][NH:19][C:20](=[O:21])[O:22][C:23]([CH3:24])([CH3:25])[CH3:26])[cH:6][cH:7]1. The reactants are CC(C)(C)OC(=O)NCCCOS(C)(=O)=O, CCOC(C)=O, Sc1ccc(Cl)cc1, [H-], [Na+], CN(C)C=O. Reactants: NC1=CC(=NC=N1)N1C=CC2=CC=C(C=C12)C=1C=C(C=CC1)NC(=O)NC1=C(C=CC=C1)OC (1-(3-(1-(6-aminopyrimidin-4-yl)-1H-indol-6-yl)phenyl)-3-(2-methoxyphenyl)urea), C1(CC1)C(=O)Cl (cyclopropylcarbonyl chloride). The solvent is N1=CC=CC=C1 (Pyridine). Reaction conditions: temperature 50 celsius, time 1.5 hour. The product is COC1=C(C=CC=C1)NC(NC=1C=C(C=CC1)C1=CC=C2C=CN(C2=C1)C1=CC(=NC=N1)NC(=O)C1CC1)=O (N-(6-(6-(3-(3-(2-methoxyphenyl)ureido)phenyl)-1H-indol-1-yl)pyrimidin-4-yl)cyclopropanecarboxamide). Reaction SMILES: [NH2:1][C:2]1[N:7]=[CH:6][N:5]=[C:4]([N:8]2[C:16]3[C:11](=[CH:12][CH:13]=[C:14]([C:17]4[CH:18]=[C:19]([NH:23][C:24]([NH:26][C:27]5[CH:32]=[CH:31][CH:30]=[CH:29][C:28]=5[O:33][CH3:34])=[O:25])[CH:20]=[CH:21][CH:22]=4)[CH:15]=3)[CH:10]=[CH:9]2)[CH:3]=1.[CH:35]1([C:38](Cl)=[O:39])[CH2:37][CH2:36]1>N1C=CC=CC=1>[CH3:34][O:33][C:28]1[CH:29]=[CH:30][CH:31]=[CH:32][C:27]=1[NH:26][C:24](=[O:25])[NH:23][C:19]1[CH:18]=[C:17]([C:14]2[CH:15]=[C:16]3[C:11]([CH:10]=[CH:9][N:8]3[C:4]3[N:5]=[CH:6][N:7]=[C:2]([NH:1][C:38]([CH:35]4[CH2:37][CH2:36]4)=[O:39])[CH:3]=3)=[CH:12][CH:13]=2)[CH:22]=[CH:21][CH:20]=1. Procedure details: Pyridine was added to 1-(3-(1-(6-aminopyrimidin-4-yl)-1H-indol-6-yl)phenyl)-3-(2-methoxyphenyl)urea (13 mg, 0.029 mmol). At room temperature, cyclopropylcarbonyl chloride (17 μL, 0.29 mmol) was added. The reaction solution was stirred at 50° C. for 1.5 hours. After cooling to room temperature, the reaction solution was concentrated under reduced pressure. Purification of the residue by column chromatography (silica gel; EA:Hx=1:4→DCM:MeOH=20:1) yielded N-(6-(6-(3-(3-(2-methoxyphenyl)ureido)pheny... Starting materials: C1CCOC1, C#CC=CS(=O)(=O)N1CCN(c2ccccn2)CC1, NO. Product: C#CC(CS(=O)(=O)N1CCN(c2ccccn2)CC1)NO. As a reaction SMILES: [CH2:22]1[O:23][CH2:24][CH2:25][CH2:26]1.[CH:1](=[CH:2][C:3]#[CH:4])[S:5](=[O:6])(=[O:7])[N:8]1[CH2:9][CH2:10][N:11]([c:14]2[n:15][cH:16][cH:17][cH:18][cH:19]2)[CH2:12][CH2:13]1.[NH2:20][OH:21]>>[CH2:1]([CH:2]([C:3]#[CH:4])[NH:20][OH:21])[S:5](=[O:6])(=[O:7])[N:8]1[CH2:9][CH2:10][N:11]([c:14]2[n:15][cH:16][cH:17][cH:18][cH:19]2)[CH2:12][CH2:13]1.